This data is from the Open Reaction Database (ORD), a public repository of structured organic reaction records. The task is: describe an organic reaction: reactants, conditions, products, and yield Starting materials: resultant suspension, ClC(=COC=1C=C(C(C#N)O)C=CC1)Cl (3-(2,2-dichlorovinyloxy)-mandelonitrile), CC1(C(C1C=C(C)C)C(=O)Cl)C (2,2-dimethyl-3-(1-isobutenyl)-cyclopropanecarboxylic acid chloride), N1=CC=CC=C1 (pyridine). Run in C1(=CC=CC=C1)C (toluene), C1(=CC=CC=C1)C (toluene). Procedure: To a solution of 9.8 g of 3-(2,2-dichlorovinyloxy)-mandelonitrile and 7.5 g of 2,2-dimethyl-3-(1-isobutenyl)-cyclopropanecarboxylic acid chloride in 100 cc toluene is added a solution of 3.5 g of pyridine in 200 ml toluene dropwise within 10 minutes. The resultant suspension is stirred for 15 hours at 20°-25° C., washed with dilute HCl and totally concentrated. Yields the product ClC(=COC=1C=C(C(C#N)OC(=O)C2C(C2C=C(C)C)(C)C)C=CC1)Cl (2,2-dimethyl-3-(1-isobutenyl)-cyclopropanecarboxylic acid 3-(2,2-dichlorovinyloxy)-α-cyanobenzyl ester). Reaction SMILES: [Cl:1][C:2]([Cl:15])=[CH:3][O:4][C:5]1[CH:6]=[C:7]([CH:12]=[CH:13][CH:14]=1)[CH:8]([OH:11])[C:9]#[N:10].[CH3:16][C:17]1([CH3:27])[CH:19]([CH:20]=[C:21]([CH3:23])[CH3:22])[CH:18]1[C:24](Cl)=[O:25].N1C=CC=CC=1>C1(C)C=CC=CC=1>[Cl:1][C:2]([Cl:15])=[CH:3][O:4][C:5]1[CH:6]=[C:7]([CH:12]=[CH:13][CH:14]=1)[CH:8]([O:11][C:24]([CH:18]1[CH:19]([CH:20]=[C:21]([CH3:23])[CH3:22])[C:17]1([CH3:27])[CH3:16])=[O:25])[C:9]#[N:10].